This data is from the Open Reaction Database (ORD), a public repository of structured organic reaction records. The task is: describe an organic reaction: reactants, conditions, products, and yield Reactants: O=C(O)c1cc2ncn(Cc3cccc(F)c3F)c2cn1, NOc1ccccc1. Yields the product O=C(NOc1ccccc1)c1cc2ncn(Cc3cccc(F)c3F)c2cn1. Reaction SMILES: [F:1][c:2]1[c:3]([CH2:4][n:5]2[cH:6][n:7][c:8]3[c:9]2[cH:10][n:11][c:12]([C:14](=[O:15])[OH:16])[cH:13]3)[cH:17][cH:18][cH:19][c:20]1[F:21].[O:22]([c:23]1[cH:24][cH:25][cH:26][cH:27][cH:28]1)[NH2:29]>>[F:1][c:2]1[c:3]([CH2:4][n:5]2[cH:6][n:7][c:8]3[c:9]2[cH:10][n:11][c:12]([C:14](=[O:16])[NH:29][O:22][c:23]2[cH:24][cH:25][cH:26][cH:27][cH:28]2)[cH:13]3)[cH:17][cH:18][cH:19][c:20]1[F:21].